From a dataset of the Open Reaction Database (ORD), a public repository of structured organic reaction records. describe an organic reaction: reactants, conditions, products, and yield The reactants are COC(=O)CS(=O)(=O)Cl, ClCCl, Nc1ccc(F)c(C(F)(F)F)c1, c1ccncc1. The product is COC(=O)CS(=O)(=O)Nc1ccc(F)c(C(F)(F)F)c1. As a reaction SMILES: [CH3:19][O:20][C:21]([CH2:22][S:23](=[O:24])(=[O:25])[Cl:26])=[O:27].[Cl:28][CH2:29][Cl:30].[F:1][c:2]1[c:3]([C:9]([F:10])([F:11])[F:12])[cH:4][c:5]([NH2:6])[cH:7][cH:8]1.[cH:13]1[cH:14][cH:15][n:16][cH:17][cH:18]1>>[F:1][c:2]1[c:3]([C:9]([F:10])([F:11])[F:12])[cH:4][c:5]([NH:6][S:23]([CH2:22][C:21]([O:20][CH3:19])=[O:27])(=[O:24])=[O:25])[cH:7][cH:8]1. The reactants are CC1(Cn2cc([N+](=O)[O-])nc2Br)CO1, CCO, FC(F)(F)Oc1ccc(N2CCC(N3CCNCC3)CC2)cc1. Product: CC(O)(CN1CCN(C2CCN(c3ccc(OC(F)(F)F)cc3)CC2)CC1)Cn1cc([N+](=O)[O-])nc1Br. RXN SMILES: [Br:1][c:2]1[n:3]([CH2:10][C:11]2([CH3:14])[O:12][CH2:13]2)[cH:4][c:5]([N+:7](=[O:8])[O-:9])[n:6]1.[CH3:38][CH2:39][OH:40].[F:15][C:16]([O:17][c:18]1[cH:19][cH:20][c:21]([N:24]2[CH2:25][CH2:26][CH:27]([N:30]3[CH2:31][CH2:32][NH:33][CH2:34][CH2:35]3)[CH2:28][CH2:29]2)[cH:22][cH:23]1)([F:36])[F:37]>>[Br:1][c:2]1[n:3]([CH2:10][C:11]([OH:12])([CH2:13][N:33]2[CH2:32][CH2:31][N:30]([CH:27]3[CH2:26][CH2:25][N:24]([c:21]4[cH:20][cH:19][c:18]([O:17][C:16]([F:15])([F:36])[F:37])[cH:23][cH:22]4)[CH2:29][CH2:28]3)[CH2:35][CH2:34]2)[CH3:14])[cH:4][c:5]([N+:7](=[O:8])[O-:9])[n:6]1. The reactants are Cl.NC=1C2=C(NS(N1)(=O)=O)C=CC=C2OC[C@@H]2[NH2+]CCCC2 ((R)-2-(((4-amino-2,2-dioxido-1H-benzo[c][1,2,6]thiadiazin-5-yl)oxy)methyl)piperidinium hydrochloride), OC1=C(C(=O)O)C=CN=C1 (3-hydroxyisonicotinic acid). Yields the product NC=1C2=C(NS(N1)(=O)=O)C=CC=C2OC[C@@H]2N(CCCC2)C(=O)C2=C(C=NC=C2)O ((R)-(2-(((4-amino-2,2-dioxido-1H-benzo[c][1,2,6]thiadiazin-5-yl)oxy)methyl)piperidin-1-yl)(3-hydroxypyridin-4-yl)methanone). RXN SMILES: Cl.[NH2:2][C:3]1[C:4]2[C:14]([O:15][CH2:16][C@H:17]3[CH2:22][CH2:21][CH2:20][CH2:19][NH2+:18]3)=[CH:13][CH:12]=[CH:11][C:5]=2[NH:6][S:7](=[O:10])(=[O:9])[N:8]=1.[OH:23][C:24]1[CH:32]=[N:31][CH:30]=[CH:29][C:25]=1[C:26](O)=[O:27]>>[NH2:2][C:3]1[C:4]2[C:14]([O:15][CH2:16][C@H:17]3[CH2:22][CH2:21][CH2:20][CH2:19][N:18]3[C:26]([C:25]3[CH:29]=[CH:30][N:31]=[CH:32][C:24]=3[OH:23])=[O:27])=[CH:13][CH:12]=[CH:11][C:5]=2[NH:6][S:7](=[O:9])(=[O:10])[N:8]=1 |f:0.1|. Reported procedure: Prepared as in Example 15 from (R)-2-(((4-amino-2,2-dioxido-1H-benzo[c][1,2,6]thiadiazin-5-yl)oxy)methyl)piperidinium hydrochloride (Example 15a) and 3-hydroxyisonicotinic acid. 1H NMR (400 MHz, DMSO-d6) δ 1.45 (m, 1H), 1.52-1.74 (m, 4H), 1.84 (m, 1H), 3.19 (m, 2H), 4.18 (dd, 1H, J=10.2, 4.0 Hz), 4.64 (t, 1H, J=10.0 Hz), 5.25 (m, 1H), 6.61 (d, 1H, J=8.2 Hz), 6.87 (d, 1H, J=8.2 Hz), 7.08 (d, 1H, J=5.5 Hz), 7.46 (t, 1H, J=8.2 Hz), 7.84 (br s, 1H), 8.07 (d, 1H, J=5.5 Hz), 8.19 (s, 1H), 8.29 (br s, ...